From a dataset of the Open Reaction Database (ORD), a public repository of structured organic reaction records. describe an organic reaction: reactants, conditions, products, and yield The reactants are C(=C)OC1=CC=CC=C1 (Phenyl vinyl ether), C1(\C=C/C(=O)O1)=O (maleic anhydride), C(CCC)S (butanethiol). Solvent: CCCCCC (hexane), ClCCCl (1,2-dichloroethane). Conditions: time 24 hour. Yields the product C(=C)OC1=CC=CC=C1.C1(\C=C/C(=O)O1)=O (Phenyl Vinyl Ether Maleic Anhydride). As a reaction SMILES: [CH:1]([O:3][C:4]1[CH:9]=[CH:8][CH:7]=[CH:6][CH:5]=1)=[CH2:2].[C:10]1(=[O:16])[O:15][C:13](=[O:14])[CH:12]=[CH:11]1.C(S)CCC>ClCCCl.CCCCCC>[CH:1]([O:3][C:4]1[CH:9]=[CH:8][CH:7]=[CH:6][CH:5]=1)=[CH2:2].[C:13]1(=[O:14])[O:15][C:10](=[O:16])[CH:11]=[CH:12]1 |f:5.6|. Procedure details: Phenyl vinyl ether (88.1 g, 0.7341 moles) (prepared as in Example 1) and maleic anhydride (71.9 g, 0.7341 moles) were dissolved in 1224 mL of 1,2-dichloroethane. The solution was placed in a 2-liter three-neck round-bottom flask equipped with a thermometer, a condenser, and nitrogen inlet, and it was purged with nitrogen for half an hour. Then VAZO® (4.7 g, 0.02447 moles) (a radical intiator supplied by DuPont) and butanethiol (11.8 mL, 0.1101 moles) were added under nitrogen. The polymerization...